describe an organic reaction: reactants, conditions, products, and yield From a dataset of the Open Reaction Database (ORD), a public repository of structured organic reaction records. The reactants are C(C)OC(=O)N=S(=O)(C1=CC(=CC=C1)COC1=C(C=C2C(=NC=NC2=C1)NC(C)C)OC)CC ((RS)-N-(ethoxycarbonyl)-S-ethyl-S-[3-({[4-(isopropylamino)-6-methoxyquinazolin-7-yl]oxy}methyl)phenyl]sulphoximide), CCCCCC (hexane), C(C)(=O)OCC.CO (ethyl acetate methanol), →, →. The solvent is CO (methanol), ClCCl.CO (dichloromethane methanol), CO (methanol). Yields the product C(C)S(=O)(=N)C1=CC(=CC=C1)COC1=C(C=C2C(=NC=NC2=C1)NC(C)C)OC ((RS)-S-Ethyl-S-[3-({[4-(isopropylamino)-6-methoxyquinazolin-7-yl]oxy}-methyl)phenyl]sulphoximide). Isolated yield 82.0%. RXN SMILES: C(OC([N:6]=[S:7]([CH2:33][CH3:34])([C:9]1[CH:14]=[CH:13][CH:12]=[C:11]([CH2:15][O:16][C:17]2[CH:26]=[C:25]3[C:20]([C:21]([NH:27][CH:28]([CH3:30])[CH3:29])=[N:22][CH:23]=[N:24]3)=[CH:19][C:18]=2[O:31][CH3:32])[CH:10]=1)=[O:8])=O)C.CCCCCC.C(OCC)(=O)C.CO>CO.ClCCl.CO>[CH2:33]([S:7]([C:9]1[CH:14]=[CH:13][CH:12]=[C:11]([CH2:15][O:16][C:17]2[CH:26]=[C:25]3[C:20]([C:21]([NH:27][CH:28]([CH3:29])[CH3:30])=[N:22][CH:23]=[N:24]3)=[CH:19][C:18]=2[O:31][CH3:32])[CH:10]=1)(=[NH:6])=[O:8])[CH3:34] |f:2.3,5.6|. Procedure details: According to GWP 6, the conversion of (RS)-N-(ethoxycarbonyl)-S-ethyl-S-[3-({[4-(isopropylamino)-6-methoxyquinazolin-7-yl]oxy}methyl)phenyl]sulphoximide (64 mg, 0.13 mmol) and chromatographic purification (silica gel, hexane, ethyl acetate/methanol: 0→10% methanol, followed by dichloromethane/methanol: 0→15% methanol) gives the desired product in 82% yield (45 mg). Starting materials: OC1C(COC1)C(=O)OC(C)(C)C (t-butyl 4-hydroxytetrahydrofuran-3-carboxylate), CC(C)OC(=O)/N=N/C(=O)OC(C)C (DIAD), OC1C(COC1)C(=O)OC(C)(C)C (t-butyl 4-hydroxytetrahydrofuran-3-carboxylate), C1=CC=C(C=C1)P(C2=CC=CC=C2)C3=CC=CC=C3 (PPh3). The solvent is C1CCOC1 (THF). Conditions: temperature 2.5 celsius, time 12 hour. The product is O1CC(=CC1)C(=O)OC(C)(C)C (t-butyl 2,5-dihydrofuran-3-carboxylate). Yield: 51.3%. As a reaction SMILES: O[CH:2]1[CH2:6][O:5][CH2:4][CH:3]1[C:7]([O:9][C:10]([CH3:13])([CH3:12])[CH3:11])=[O:8].C1C=CC(P(C2C=CC=CC=2)C2C=CC=CC=2)=CC=1.CC(OC(/N=N/C(OC(C)C)=O)=O)C>C1COCC1>[O:5]1[CH2:6][CH:2]=[C:3]([C:7]([O:9][C:10]([CH3:13])([CH3:12])[CH3:11])=[O:8])[CH2:4]1. Reported procedure: The product of Step B, t-butyl 4-hydroxytetrahydrofuran-3-carboxylate (0.83 g, 4.41 mmol) and PPh3 (1.74 g, 6.63 mmol) were placed in THF (5 mL), the solution was cooled to 0-5° C., and DIAD (1.13 mL, 5.74 mmol) was added dropwise. After reacting at rt for 12 h, the reaction mixture was filtered, washed with a solution of EtOAc/Hex=1/4, and the filtrate concentrated in vacuo The residue was purified by column chromatography (eluent, EtOAc/Hex=1/7) to give the title compound (0.39 g, 51.34%). The reactants are P(=O)(Cl)(Cl)Cl (Phosphorus oxychloride), C1(=CC=CC=C1)C=1N=C2N(C=CC=C2C(=O)O)C1 (2-phenyl-imidazo[1,2-a]pyridine-8-carboxylic acid), ClC=1C=C(C=CC1)C(C#N)N (α-(3-chlorophenyl)-aminoacetonitrile), C(=O)(O)[O-].[Na+] (NaHCO3). The solvent is C(C)#N (acetonitrile). Product: C1(=CC=CC=C1)C=1N=C2N(C=CC=C2C(=O)NC(C#N)C2=CC(=CC=C2)Cl)C1 (α-(2-phenyl-imidazo[1,2-a]pyridin-8-ylcarbonylamino)-(3-chlorophenyl)acetonitrile). Yield: 27.1%. RXN SMILES: [C:1]1([C:7]2[N:8]=[C:9]3[C:14]([C:15]([OH:17])=O)=[CH:13][CH:12]=[CH:11][N:10]3[CH:18]=2)[CH:6]=[CH:5][CH:4]=[CH:3][CH:2]=1.[Cl:19][C:20]1[CH:21]=[C:22]([CH:26]([NH2:29])[C:27]#[N:28])[CH:23]=[CH:24][CH:25]=1.C([O-])(O)=O.[Na+].P(Cl)(Cl)(Cl)=O>C(#N)C>[C:1]1([C:7]2[N:8]=[C:9]3[C:14]([C:15]([NH:29][CH:26]([C:22]4[CH:23]=[CH:24][CH:25]=[C:20]([Cl:19])[CH:21]=4)[C:27]#[N:28])=[O:17])=[CH:13][CH:12]=[CH:11][N:10]3[CH:18]=2)[CH:2]=[CH:3][CH:4]=[CH:5][CH:6]=1 |f:2.3|. Procedure details: 2-phenyl-imidazo[1,2-a]pyridine-8-carboxylic acid (1.0 g, 4.2 m moles), α-(3-chlorophenyl)-aminoacetonitrile (0.77 g, 4.6 m moles) and NaHCO3 (1.1 g, 13.1 m moles) were added to acetonitrile 110 ml). Phosphorus oxychloride (0.7 ml, 7.51 m moles, dissolved in 5 ml of acetonitrile) was added slowly to the mixture with stirring under ice-cooling. The mixture was reacted at room temperature for 10 hours, and the solvent was removed from the reaction mixture under reduced pressure. Water (50 ml) was ... Starting materials: NC1=NNC2=NC=NC(=C21)NC2=CC(=CC=C2)Cl (3-amino-4-(3-chlorophenylamino)-1H-pyrazolo[3,4-d]pyrimidine), C(C)(=O)O (acetic acid), S1C(=NC=C1)C=O (thiazole-2-carbaldehyde). Yields the product ClC=1C=C(C=CC1)NC1=C2C(=NC=N1)NN=C2N=CC=2SC=CN2 (4-(3-chloro-phenylamino)-3-[(thiazol-2-yl)-methyleneamino]-1H-pyrazolo[3,4-d)pyrimidine). Reaction SMILES: [NH2:1][C:2]1[C:10]2[C:5](=[N:6][CH:7]=[N:8][C:9]=2[NH:11][C:12]2[CH:17]=[CH:16][CH:15]=[C:14]([Cl:18])[CH:13]=2)[NH:4][N:3]=1.C(O)(=O)C.[S:23]1[CH:27]=[CH:26][N:25]=[C:24]1[CH:28]=O>CO>[Cl:18][C:14]1[CH:13]=[C:12]([NH:11][C:9]2[N:8]=[CH:7][N:6]=[C:5]3[NH:4][N:3]=[C:2]([N:1]=[CH:28][C:24]4[S:23][CH:27]=[CH:26][N:25]=4)[C:10]=23)[CH:17]=[CH:16][CH:15]=1. Run in CO (methanol). Procedure details: Analogously to Example 32, 261 mg (1.00 mmol) of 3-amino-4-(3-chlorophenylamino)-1H-pyrazolo[3,4-d]pyrimidine (see Step 1.6) and 180 mg of acetic acid are dissolved in 26 ml of methanol and reacted with 170 mg (1.5 mmol) of thiazole-2-carbaldehyde to form 4-(3-chloro-phenylamino)-3-[(thiazol-2-yl)-methyleneamino]-1H-pyrazolo[3,4-d)pyrimidine. Reduction of the above intermediate in 15 ml of DMEU with 8 ml (8 mmol) of DIBAL-H, analogous working-up and digestion in DIPE yield 4-(3-chloro-phenylamin... The reactants are [H-].[Na+] (NaH), C12C(CC(CC1)C2)OC=2C=C(C=CC2OC)C2CNC(NC2)=O (5-[3-(bicyclo[2.2.1]hept-2-yloxy)4-methoxyphenyl]tetra-hydro-2(1H)-pyrimidinone), ClCC1=NC2=CC=CC=C2C=C1 (2-chloromethylquinoline). Solvent: CN(C=O)C (dimethylformamide), O (H2O). Conditions: time 18 hour. The product is C12C(CC(CC1)C2)OC=2C=C(C=CC2OC)C2CN(C(N(C2)CC2=NC1=CC=CC=C1C=C2)=O)CC2=NC1=CC=CC=C1C=C2 (5-[3-(Bicyclo[2.2.1]hept-2-yloxy)-4-methoxyphenyl]tetra-hydro-1,3-bis(2-quinolinylmethyl)-2(1H)-pyrimidinone). Yield: 10.6%. As a reaction SMILES: [H-].[Na+].[CH:3]12[CH2:9][CH:6]([CH2:7][CH2:8]1)[CH2:5][CH:4]2[O:10][C:11]1[CH:12]=[C:13]([CH:19]2[CH2:24][NH:23][C:22](=[O:25])[NH:21][CH2:20]2)[CH:14]=[CH:15][C:16]=1[O:17][CH3:18].Cl[CH2:27][C:28]1[CH:37]=[CH:36][C:35]2[C:30](=[CH:31][CH:32]=[CH:33][CH:34]=2)[N:29]=1>CN(C)C=O.O>[CH:3]12[CH2:9][CH:6]([CH2:7][CH2:8]1)[CH2:5][CH:4]2[O:10][C:11]1[CH:12]=[C:13]([CH:19]2[CH2:24][N:23]([CH2:27][C:28]3[CH:37]=[CH:36][C:35]4[C:30](=[CH:31][CH:32]=[CH:33][CH:34]=4)[N:29]=3)[C:22](=[O:25])[N:21]([CH2:27][C:28]3[CH:37]=[CH:36][C:35]4[C:30](=[CH:31][CH:32]=[CH:33][CH:34]=4)[N:29]=3)[CH2:20]2)[CH:14]=[CH:15][C:16]=1[O:17][CH3:18] |f:0.1|. Procedure details: NaH (63 mg, 1.58 mmol, 1.0 eq, 60% oil dispersion) was added to a mixture of (0.500 g, 1.58 mmol, 1.0 eq) 5-[3-(bicyclo[2.2.1]hept-2-yloxy)4-methoxyphenyl]tetra-hydro-2(1H)-pyrimidinone and (0.279 g, 1.58 mmol, 1.0 eq) 2-chloromethylquinoline in 12 ml of anhydrous dimethylformamide. After stirring for 18 hours at room temperature, the reaction mixture was diluted with 250 ml of H2O and extracted with ethyl acetate. The ethyl acetate extract was washed once with H2O, once with brine, dried over N...